Dataset: the Open Reaction Database (ORD), a public repository of structured organic reaction records. Task: describe an organic reaction: reactants, conditions, products, and yield As a reaction SMILES: [Br-:9].[CH3:1][CH2:2][CH2:3][C:4]([CH2:5][CH2:6][CH3:7])=[O:8].[N:10]1([CH2:16][CH2:17][CH2:18][O:19][c:20]2[cH:21][cH:22][c:23]([Mg+:26])[cH:24][cH:25]2)[CH2:11][CH2:12][CH2:13][CH2:14][CH2:15]1.[O:27]1[CH2:28][CH2:29][CH2:30][CH2:31]1>>[CH3:1][CH2:2][CH2:3][C:4]([CH2:5][CH2:6][CH3:7])([OH:8])[c:23]1[cH:22][cH:21][c:20]([O:19][CH2:18][CH2:17][CH2:16][N:10]2[CH2:11][CH2:12][CH2:13][CH2:14][CH2:15]2)[cH:25][cH:24]1. Yields the product CCCC(O)(CCC)c1ccc(OCCCN2CCCCC2)cc1. Reactants: [Br-], CCCC(=O)CCC, [Mg+]c1ccc(OCCCN2CCCCC2)cc1, C1CCOC1. Starting materials: N1C=C(C2=CC=CC=C12)CCC(=O)OCC (ethyl 3-(3-indolyl)propionate), BrC=1C=NC=CC1 (3-bromopyridine), C([O-])([O-])=O.[K+].[K+] (potassium carbonate). Reagents/catalysts: [Cu]=O (copper oxide). Run in N1=CC=CC=C1 (pyridine). The product is C(C)OC(=O)CCC1=CN(C2=CC=CC=C12)C=1C=NC=CC1 (3-[2-(ethoxycarbonyl)ethyl]-N-(3-pyridyl)indole). RXN SMILES: [NH:1]1[C:9]2[C:4](=[CH:5][CH:6]=[CH:7][CH:8]=2)[C:3]([CH2:10][CH2:11][C:12]([O:14][CH2:15][CH3:16])=[O:13])=[CH:2]1.Br[C:18]1[CH:19]=[N:20][CH:21]=[CH:22][CH:23]=1.C(=O)([O-])[O-].[K+].[K+]>N1C=CC=CC=1.[Cu]=O>[CH2:15]([O:14][C:12]([CH2:11][CH2:10][C:3]1[C:4]2[C:9](=[CH:8][CH:7]=[CH:6][CH:5]=2)[N:1]([C:18]2[CH:19]=[N:20][CH:21]=[CH:22][CH:23]=2)[CH:2]=1)=[O:13])[CH3:16] |f:2.3.4|. Procedure: A solution of 8.0 g of ethyl 3-(3-indolyl)propionate and 6.3 g of 3-bromopyridine in 100 ml of pyridine is refluxed with 5.0 g of copper oxide and 10 g of anhydrous potassium carbonate for 48 hours. Evaporation and chromatography on 300 g of silica with 1:1 ethyl ether:hexane as eluant yields 3-[2-(ethoxycarbonyl)ethyl]-N-(3-pyridyl)indole as an oil; Rf =0.2, IR (CH2Cl2) 1725 cm-1. Starting materials: C(C)OC(=O)C1(CC1)C1=CC=C(C=C1)C1=CC=C(C=C1)C1=C(C(=NO1)C)N (1-[4′-(4-Amino-3-methyl-isoxazol-5-yl)-biphenyl-4-yl]-cyclopropanecarboxylic acid ethyl ester), BrC=1C=NC=CC1 (3-bromo-pyridine), C=1C=CC(=CC1)P(C=2C=CC=CC2)C3=CC=C4C=CC=CC4=C3C5=C6C=CC=CC6=CC=C5P(C=7C=CC=CC7)C=8C=CC=CC8 (BINAP), C([O-])([O-])=O.[Cs+].[Cs+] (cesium carbonate). Reagents/catalysts: C=1C=CC(=CC1)/C=C/C(=O)/C=C/C2=CC=CC=C2.C=1C=CC(=CC1)/C=C/C(=O)/C=C/C2=CC=CC=C2.[Pd] (Pd(dba)2). Solvent: C1(=CC=CC=C1)C (toluene). Reaction conditions: temperature 110 celsius. Product: C(C)OC(=O)C1(CC1)C1=CC=C(C=C1)C1=CC=C(C=C1)C1=C(C(=NO1)C)NC=1C=NC=CC1 (1-{4′-[3-Methyl-4-(pyridin-3-ylamino)-isoxazol-5-yl]-biphenyl-4-yl}-cyclopropanecarboxylic acid ethyl ester). As a reaction SMILES: [CH2:1]([O:3][C:4]([C:6]1([C:9]2[CH:14]=[CH:13][C:12]([C:15]3[CH:20]=[CH:19][C:18]([C:21]4[O:25][N:24]=[C:23]([CH3:26])[C:22]=4[NH2:27])=[CH:17][CH:16]=3)=[CH:11][CH:10]=2)[CH2:8][CH2:7]1)=[O:5])[CH3:2].Br[C:29]1[CH:30]=[N:31][CH:32]=[CH:33][CH:34]=1.C1C=CC(P(C2C(C3C(P(C4C=CC=CC=4)C4C=CC=CC=4)=CC=C4C=3C=CC=C4)=C3C(C=CC=C3)=CC=2)C2C=CC=CC=2)=CC=1.C(=O)([O-])[O-].[Cs+].[Cs+]>C1(C)C=CC=CC=1.C1C=CC(/C=C/C(/C=C/C2C=CC=CC=2)=O)=CC=1.C1C=CC(/C=C/C(/C=C/C2C=CC=CC=2)=O)=CC=1.[Pd]>[CH2:1]([O:3][C:4]([C:6]1([C:9]2[CH:10]=[CH:11][C:12]([C:15]3[CH:20]=[CH:19][C:18]([C:21]4[O:25][N:24]=[C:23]([CH3:26])[C:22]=4[NH:27][C:29]4[CH:30]=[N:31][CH:32]=[CH:33][CH:34]=4)=[CH:17][CH:16]=3)=[CH:13][CH:14]=2)[CH2:8][CH2:7]1)=[O:5])[CH3:2] |f:3.4.5,7.8.9|. Procedure: 1-[4′-(4-Amino-3-methyl-isoxazol-5-yl)-biphenyl-4-yl]-cyclopropanecarboxylic acid ethyl ester (0.200 g, 0.552 mmol) and 3-bromo-pyridine (0.087 g, 0.552 mmol) were dissolved in toluene along with Pd(dba)2 (0.032 g, 0.055 mmol), BINAP (0.069 g, 0.11 mmol) and cesium carbonate (0.270 g, 0.828 mmol). The reaction was heated to 110° C. overnight then allowed to cool. The reaction mixture was filtered through Celite then purified via preparatory HPLC to afford the title The reactants are CO, [Na+], [OH-], CCOC(=O)CSc1c([Si](C)(C)C)nnn1-c1cccc2ccccc12. Yields the product C[Si](C)(C)c1nnn(-c2cccc3ccccc23)c1SCC(=O)O. As a reaction SMILES: [CH3:29][OH:30].[Na+:28].[OH-:27].[c:1]1(-[n:11]2[n:12][n:13][c:14]([Si:23]([CH3:24])([CH3:25])[CH3:26])[c:15]2[S:16][CH2:17][C:18](=[O:19])[O:20][CH2:21][CH3:22])[cH:2][cH:3][cH:4][c:5]2[cH:6][cH:7][cH:8][cH:9][c:10]12>>[c:1]1(-[n:11]2[n:12][n:13][c:14]([Si:23]([CH3:24])([CH3:25])[CH3:26])[c:15]2[S:16][CH2:17][C:18](=[O:19])[OH:20])[cH:2][cH:3][cH:4][c:5]2[cH:6][cH:7][cH:8][cH:9][c:10]12. The reactants are CCO, Cl, NN, O=C(Cc1ccnc2ccccc12)c1cccc(C(F)(F)F)c1. The product is NN=C(Cc1ccnc2ccccc12)c1cccc(C(F)(F)F)c1. As a reaction SMILES: [CH3:27][CH2:28][OH:29].[ClH:26].[NH2:24][NH2:25].[n:1]1[cH:2][cH:3][c:4]([CH2:11][C:12](=[O:13])[c:14]2[cH:15][c:16]([C:20]([F:21])([F:22])[F:23])[cH:17][cH:18][cH:19]2)[c:5]2[cH:6][cH:7][cH:8][cH:9][c:10]12>>[n:1]1[cH:2][cH:3][c:4]([CH2:11][C:12]([c:14]2[cH:15][c:16]([C:20]([F:21])([F:22])[F:23])[cH:17][cH:18][cH:19]2)=[N:24][NH2:25])[c:5]2[cH:6][cH:7][cH:8][cH:9][c:10]12. The reactants are FC1=CC=C(C(=O)C2=C(C(=O)O)C=CC=C2)C=C1 (2-(4-fluorobenzoyl)benzoic acid), [C-]#N.[K+] (potassium cyanide), C(C)(=O)O (acetic acid), ice water. Run at time 48 hour. Product: FC1=CC=C(C=C1)C1(OC(C2=C1C=CC=C2)=O)C(=O)N (1-(4-Fluorophenyl)-3-oxo-1,3-dihydro-2-benzofuran-1-carboxamide). RXN SMILES: [F:1][C:2]1[CH:18]=[CH:17][C:5]([C:6]([C:8]2[CH:16]=[CH:15][CH:14]=[CH:13][C:9]=2[C:10]([OH:12])=[O:11])=O)=[CH:4][CH:3]=1.[C-]#[N:20].[K+].[C:22]([OH:25])(=O)C>>[F:1][C:2]1[CH:3]=[CH:4][C:5]([C:6]2([C:22]([NH2:20])=[O:25])[C:8]3[CH:16]=[CH:15][CH:14]=[CH:13][C:9]=3[C:10](=[O:11])[O:12]2)=[CH:17][CH:18]=1 |f:1.2|. Procedure: A mixture of 2-(4-fluorobenzoyl)benzoic acid (75 g), potassium cyanide (28 g), and glacial acetic acid (160 mL) was heated at 115-125 C. in a sealed pressure bottle for 48 h. After cooling to ambient temperature, the mixture was poured into ice water (1.5L). The solid was collected by filtration and crystallized from ethanol to give the title compound (42 g) as a white solid, m. p. 170-173° C. Mass spectrum (EI, M+) m/z 271.